Dataset: the Open Reaction Database (ORD), a public repository of structured organic reaction records. Task: describe an organic reaction: reactants, conditions, products, and yield The reactants are C[Mg]Br (methylmagnesium bromide), OC1=C(CC2=CC=C(C(=O)N(C)OC)C=C2)C=CC=C1 (4-(2-hydroxybenzyl)-N-methoxy-N-methylbenzamide), C[Mg]Br (methylmagnesium bromide), C[Mg]Br (methylmagnesium bromide), [Cl-].[NH4+] (ammonium chloride). Solvent: O1CCCC1 (tetrahydrofuran). Reaction conditions: time 15 minute. Product: C(C)(=O)C1=CC=C(CC2=C(C=CC=C2)O)C=C1 (2-(4-acetylbenzyl)phenol). The yield is 53.0%. Reaction SMILES: [OH:1][C:2]1[CH:20]=[CH:19][CH:18]=[CH:17][C:3]=1[CH2:4][C:5]1[CH:16]=[CH:15][C:8]([C:9](N(OC)C)=[O:10])=[CH:7][CH:6]=1.[CH3:21][Mg]Br.[Cl-].[NH4+]>O1CCCC1>[C:9]([C:8]1[CH:7]=[CH:6][C:5]([CH2:4][C:3]2[CH:17]=[CH:18][CH:19]=[CH:20][C:2]=2[OH:1])=[CH:16][CH:15]=1)(=[O:10])[CH3:21] |f:2.3|. Procedure details: Next, 4-(2-hydroxybenzyl)-N-methoxy-N-methylbenzamide (250 mg, 0.921 mmol) was dissolved in tetrahydrofuran (10 mL), followed by addition of methylmagnesium bromide (12% in THF, 2.8 mL) at −20° C. After 15 minutes, a second addition of methylmagnesium bromide (12% in THF, 2.5 mL) was made, followed by a third addition of methylmagnesium bromide (12% in THF, 2.0 mL). After 10 minutes, saturated aqueous ammonium chloride was added to the reaction mixture, which was then extracted twice with ethyl ...